From a dataset of the Open Reaction Database (ORD), a public repository of structured organic reaction records. describe an organic reaction: reactants, conditions, products, and yield The reactants are solid, Cl.Cl.O1CCC2=C1C=CC=C2C2CCN(CC2)CC[C@@H]2CC[C@H](CC2)N (trans-4-{2-[4-(2,3-dihydro-benzofuran-4-yl)-piperidin-1-yl]-ethyl}-cyclohexylamine dihydrochloride), Cl.Cl.O1CCC2=C1C=CC=C2C2CCN(CC2)CC[C@@H]2CC[C@H](CC2)N (trans-4-{2-[4-(2,3-dihydro-benzofuran-4-yl)-piperidin-1-yl]-ethyl}-cyclohexylamine dihydrochloride), N1=CC(=CC=C1)C1=CC=C(C(=O)O)C=C1 (4-pyridin-3-yl-benzoic acid). Procedure details: The title compound, off-white solid (54 mg, 53%), MS (ISP) m/z=510.5 [(M+H)+], mp 224° C., was prepared in accordance with the general method of example 1 from trans-4-{2-[4-(2,3-dihydro-benzofuran-4-yl)-piperidin-1-yl]-ethyl}-cyclohexylamine dihydrochloride (intermediate B) (100 mg, 0.25 mmol) and 4-pyridin-3-yl-benzoic acid. RXN SMILES: Cl.Cl.[O:3]1[C:7]2[CH:8]=[CH:9][CH:10]=[C:11]([CH:12]3[CH2:17][CH2:16][N:15]([CH2:18][CH2:19][C@H:20]4[CH2:25][CH2:24][C@H:23]([NH2:26])[CH2:22][CH2:21]4)[CH2:14][CH2:13]3)[C:6]=2[CH2:5][CH2:4]1.[N:27]1[CH:32]=[CH:31][CH:30]=[C:29]([C:33]2[CH:41]=[CH:40][C:36]([C:37](O)=[O:38])=[CH:35][CH:34]=2)[CH:28]=1>>[O:3]1[C:7]2[CH:8]=[CH:9][CH:10]=[C:11]([CH:12]3[CH2:17][CH2:16][N:15]([CH2:18][CH2:19][C@H:20]4[CH2:21][CH2:22][C@H:23]([NH:26][C:37](=[O:38])[C:36]5[CH:35]=[CH:34][C:33]([C:29]6[CH:28]=[N:27][CH:32]=[CH:31][CH:30]=6)=[CH:41][CH:40]=5)[CH2:24][CH2:25]4)[CH2:14][CH2:13]3)[C:6]=2[CH2:5][CH2:4]1 |f:0.1.2|. Product: O1CCC2=C1C=CC=C2C2CCN(CC2)CC[C@@H]2CC[C@H](CC2)NC(C2=CC=C(C=C2)C=2C=NC=CC2)=O (trans-N-(4-{2-[4-(2,3-Dihydro-benzofuran-4-yl)-piperidin-1-yl]-ethyl}-cyclohexyl)-4-pyridin-3-yl-benzamide).